Dataset: the Open Reaction Database (ORD), a public repository of structured organic reaction records. Task: describe an organic reaction: reactants, conditions, products, and yield Starting materials: ClC1=NC=C(C(=O)OCC)C(=C1)NC1=CC=C(C=C1)C(=O)N1CCOCC1 (ethyl 6-chloro-4-(4-(morpholine-4-carbonyl)phenylamino)nicotinate), [OH-].[Na+] (sodium hydroxide). Solvent: CCO (EtOH), C1CCOC1 (THF). Run at time 3 hour. Product: ClC1=NC=C(C(=O)O)C(=C1)NC1=CC=C(C=C1)C(=O)N1CCOCC1 (6-chloro-4-(4-(morpholine-4-carbonyl)phenylamino)nicotinic acid). The yield is 86.2%. RXN SMILES: [Cl:1][C:2]1[CH:12]=[C:11]([NH:13][C:14]2[CH:19]=[CH:18][C:17]([C:20]([N:22]3[CH2:27][CH2:26][O:25][CH2:24][CH2:23]3)=[O:21])=[CH:16][CH:15]=2)[C:5]([C:6]([O:8]CC)=[O:7])=[CH:4][N:3]=1.[OH-].[Na+]>CCO.C1COCC1>[Cl:1][C:2]1[CH:12]=[C:11]([NH:13][C:14]2[CH:19]=[CH:18][C:17]([C:20]([N:22]3[CH2:27][CH2:26][O:25][CH2:24][CH2:23]3)=[O:21])=[CH:16][CH:15]=2)[C:5]([C:6]([OH:8])=[O:7])=[CH:4][N:3]=1 |f:1.2|. Procedure details: A solution of ethyl 6-chloro-4-(4-(morpholine-4-carbonyl)phenylamino)nicotinate (300 mg, 0.770 mmol) in EtOH (6 mL) and THF (6.00 mL) was treated with 30% aqueous sodium hydroxide (2 mL, 26.0 mmol) and stirred at rt for 3 hrs. Remove most of the solvent on rotary evaporator and acidified with 1N HCl (no precipitate formed) and extracted into CH2Cl2 several times and the combined extracts were concentrated to give 240 mg of 6-chloro-4-(4-(morpholine-4-carbonyl)phenylamino)nicotinic acid. LCMS: (M... Reactants: O=C1NC(C2(N1)C1C3(C1CC2C3)C(=O)O)=O (2′,5′-dioxo-spiro{tricyclo[2.2.1.02,6]heptane-3,4′-imidazoline}-1-carboxylic acid), FC1=CC=C(CBr)C=C1 (p-fluorobenzyl bromide), C([O-])([O-])=O.[K+].[K+] (potassium carbonate). Solvent: CN(C=O)C (N,N-dimethylformamide), O (water). The product is FC1=CC=C(COC(=O)C23C4C2CC(C3)C43N(C(N(C3=O)CC3=CC=C(C=C3)F)=O)CC3=CC=C(C=C3)F)C=C1 (1′,3′-di-(4-fluorobenzyl)-2′,5′-dioxo-spiro{tricyclo[2.2.1.02,6]heptane-3,4′-imidazoline}-1-carboxylic acid 4-fluorobenzyl ester). Yield: 98.8%. As a reaction SMILES: [O:1]=[C:2]1[NH:6][C:5]2([CH:11]3[CH2:12][C:8]4([C:13]([OH:15])=[O:14])[CH:9]([CH2:10]3)[CH:7]24)[C:4](=[O:16])[NH:3]1.[F:17][C:18]1[CH:25]=[CH:24][C:21]([CH2:22]Br)=[CH:20][CH:19]=1.C(=O)([O-])[O-].[K+].[K+]>CN(C)C=O.O>[F:17][C:18]1[CH:25]=[CH:24][C:21]([CH2:22][O:14][C:13]([C:8]23[CH2:12][CH:11]4[C:5]5([C:4](=[O:16])[N:3]([CH2:22][C:21]6[CH:24]=[CH:25][C:18]([F:17])=[CH:19][CH:20]=6)[C:2](=[O:1])[N:6]5[CH2:22][C:21]5[CH:24]=[CH:25][C:18]([F:17])=[CH:19][CH:20]=5)[CH:7]2[CH:9]3[CH2:10]4)=[O:15])=[CH:20][CH:19]=1 |f:2.3.4|. Procedure details: A solution of 1.1 g (5.0 mmole) of 2′,5′-dioxo-spiro{tricyclo[2.2.1.02,6]heptane-3,4′-imidazoline}-1-carboxylic acid in 30 mL of N,N-dimethylformamide was treated with an excess of p-fluorobenzyl bromide (4.73 g, 25 mmole) and potassium carbonate (3.45 g, 25 mmole) at 60° C. for 36 hours. After cooling to room temperature, the mixture was diluted to 500 mL with water and extracted with 2×250 mL of ethyl acetate. The extracts were washed with water, dried over sodium sulfate and concentrated in v... Starting materials: COC(=O)N1CCC(=O)C(C)C1, Cc1ccc(S(=O)(=O)O)cc1, CO, [H][H], NCc1ccccc1. Yields the product COC(=O)N1CCC(N)C(C)C1. RXN SMILES: [CH3:1][CH:2]1[CH2:3][N:4]([C:9](=[O:10])[O:11][CH3:12])[CH2:5][CH2:6][C:7]1=[O:8].[CH3:21][c:22]1[cH:23][cH:24][c:25]([S:26](=[O:27])(=[O:28])[OH:29])[cH:30][cH:31]1.[CH3:34][OH:35].[H:32][H:33].[c:13]1([CH2:14][NH2:20])[cH:15][cH:16][cH:17][cH:18][cH:19]1>>[CH3:1][CH:2]1[CH2:3][N:4]([C:9](=[O:10])[O:11][CH3:12])[CH2:5][CH2:6][CH:7]1[NH2:20]. Starting materials: OC1=C(C(=O)OCC)C=CC=C1 (ethyl 2-hydroxybenzoate), C(=O)([O-])[O-].[K+].[K+] (K2CO3), Cl.ClCCCN1CCOCC1 (N-(3-chloropropyl)morpholine hydrochloride). Run in CN(C)C=O (DMF). Conditions: time 30 minute. Yields the product N1(CCOCC1)CCCOC1=C(C(=O)OCC)C=CC=C1 (ethyl 2-[3-(4-morpholinyl)propoxy]benzoate). As a reaction SMILES: [OH:1][C:2]1[CH:12]=[CH:11][CH:10]=[CH:9][C:3]=1[C:4]([O:6][CH2:7][CH3:8])=[O:5].C([O-])([O-])=O.[K+].[K+].Cl.Cl[CH2:21][CH2:22][CH2:23][N:24]1[CH2:29][CH2:28][O:27][CH2:26][CH2:25]1>CN(C=O)C>[N:24]1([CH2:23][CH2:22][CH2:21][O:1][C:2]2[CH:12]=[CH:11][CH:10]=[CH:9][C:3]=2[C:4]([O:6][CH2:7][CH3:8])=[O:5])[CH2:29][CH2:28][O:27][CH2:26][CH2:25]1 |f:1.2.3,4.5|. Procedure: To a mixture of ethyl 2-hydroxybenzoate (2.4 ml, 16.38 mmol), K2CO3 (4.98 g), and DMF (30 ml) was added N-(3-chloropropyl)morpholine hydrochloride (3.93 g). The mixture was stirred at room temperature for 30 minutes, then was warmed on a steam bath overnight. The reaction mixture was cooled, filtered and stripped to afford a liquid which was partitioned between EtOAc (350 ml) and water. The organic layer was separated, washed with water (2×200 ml), dried over MgSO4 and stripped to afford ethyl 2... Starting materials: C(C=C)C1C(CC(C(C(OC(C2CCCCN2C(C(C2(C(CC(C(C(CC(CC(=C1)C)C)OC)O2)OC)C)O)=O)=O)=O)C(=CC2CC(C(CC2)O)OC)C)C)O)=O (17-allyl-1,14-dihydroxy-12-[2'-(4"-hydroxy-3"-methoxycyclohexyl)-1'-methylvinyl]23,25-dimethoxy-13,19,21,27-tetramethyl-11,28-dioxa-4-azatricyclo[22.3.1.04,9 ]-octacos-18-ene-2,3,10,16-tetraone), N1=C(C=CC=C1C)C (2,6-lutidine), FC(S(=O)(=O)O[Si](C(C)C)(C(C)C)C(C)C)(F)F (triisopropylsilyl trifluoromethanesulfonate). Solvent: C(Cl)Cl (methylene chloride). Reaction conditions: time 8 hour. Yields the product C(C)(=O)OC1C2(C(CC(C(C(CC(CC(=CC(C(CC(C(C(OC(C3CCCCN3C1=O)=O)C(=CC1CC(C(CC1)O)OC)C)C)O)=O)CC=C)C)C)OC)O2)OC)C)O (2-Acetoxy-17-allyl-1,14-dihydroxy-12-[2'-(4"-hydroxy-3"-methoxycyclohexyl)-1'-methylvinyl]-23,25-dimethoxy-13,19,21,27-tetramethyl-11,28-dioxa-4-azatricyclo[22.3.1.04,9 ]octacos-18-ene-3,10,16-trione). RXN SMILES: [CH2:1]([CH:4]1[CH:30]=[C:29]([CH3:31])[CH2:28][CH:27]([CH3:32])[CH2:26][CH:25]([O:33][CH3:34])[CH:24]2[O:35][C:20]([OH:39])([CH:21]([CH3:38])[CH2:22][CH:23]2[O:36][CH3:37])[C:19](=[O:40])[C:18](=[O:41])[N:17]2[CH:12]([CH2:13][CH2:14][CH2:15][CH2:16]2)[C:11](=[O:42])[O:10][CH:9]([C:43]([CH3:54])=[CH:44][CH:45]2[CH2:50][CH2:49][CH:48]([OH:51])[CH:47]([O:52][CH3:53])[CH2:46]2)[CH:8]([CH3:55])[CH:7]([OH:56])[CH2:6][C:5]1=[O:57])[CH:2]=[CH2:3].N1C(C)=CC=C[C:59]=1[CH3:65].FC(F)(F)S(O[Si](C(C)C)(C(C)C)C(C)C)(=O)=[O:69]>C(Cl)Cl>[C:59]([O:40][CH:19]1[C:18](=[O:41])[N:17]2[CH:12]([CH2:13][CH2:14][CH2:15][CH2:16]2)[C:11](=[O:42])[O:10][CH:9]([C:43]([CH3:54])=[CH:44][CH:45]2[CH2:50][CH2:49][CH:48]([OH:51])[CH:47]([O:52][CH3:53])[CH2:46]2)[CH:8]([CH3:55])[CH:7]([OH:56])[CH2:6][C:5](=[O:57])[CH:4]([CH2:1][CH:2]=[CH2:3])[CH:30]=[C:29]([CH3:31])[CH2:28][CH:27]([CH3:32])[CH2:26][CH:25]([O:33][CH3:34])[CH:24]2[O:35][C:20]1([OH:39])[CH:21]([CH3:38])[CH2:22][CH:23]2[O:36][CH3:37])(=[O:69])[CH3:65]. Procedure details: To a cooled solution (0° C.) of 17-allyl-1,14-dihydroxy-12-[2'-(4"-hydroxy-3"-methoxycyclohexyl)-1'-methylvinyl]23,25-dimethoxy-13,19,21,27-tetramethyl-11,28-dioxa-4-azatricyclo[22.3.1.04,9 ]-octacos-18-ene-2,3,10,16-tetraone (120 mg) in dry methylene chloride (15 ml) is added 2,6-lutidine (64.3 mg) followed by triisopropylsilyl trifluoromethanesulfonate (184 mg). Reaction temperature is raised to r.t. and stirred overnight under nitrogen atmosphere. The reaction is quenched with 10 ml of water ... Starting materials: Fc1cc(Br)cc(C(F)(F)F)c1, [Mg+]Cc1ccccc1, C1CCOC1, [Li]CCCC, C[Si](C)(C)Cl, [Cl-], N#Cc1ccc(Cl)cn1. Yields the product NC(Cc1ccccc1)(c1cc(F)cc(C(F)(F)F)c1)c1ccc(Cl)cn1. Reaction SMILES: [Br:1][c:2]1[cH:3][c:4]([F:12])[cH:5][c:6]([C:8]([F:9])([F:10])[F:11])[cH:7]1.[CH2:33]([c:34]1[cH:35][cH:36][cH:37][cH:38][cH:39]1)[Mg+:40].[CH2:41]1[O:42][CH2:43][CH2:44][CH2:45]1.[CH3:13][CH2:14][CH2:15][CH2:16][Li:17].[CH3:27][Si:28]([CH3:29])([CH3:30])[Cl:31].[Cl-:32].[Cl:18][c:19]1[cH:20][cH:21][c:22]([C:25]#[N:26])[n:23][cH:24]1>>[c:2]1([C:25]([c:22]2[cH:21][cH:20][c:19]([Cl:18])[cH:24][n:23]2)([NH2:26])[CH2:33][c:34]2[cH:35][cH:36][cH:37][cH:38][cH:39]2)[cH:3][c:4]([F:12])[cH:5][c:6]([C:8]([F:9])([F:10])[F:11])[cH:7]1. Starting materials: CCN(C(C)C)C(C)C (DIPEA), C1(CC1)NCC1=C(C(=CC=C1)OC)C (cyclopropyl-(3-methoxy-2-methylbenzyl)amine), C1(CC1)NCC1=C(C(=CC=C1)OC)C (cyclopropyl-(3-methoxy-2-methylbenzyl)amine), C=1C=CC2=C(C1)N=NN2O (HOBt), C(C)(C)(C)OC(=O)N1CC2CC(=C(C(C1)N2C(=O)OC(C)(C)C)C(=O)O)C2=CN=C(S2)COCCO[Si](C)(C)C(C)(C)C (7-{2-[2-(tert-Butyldimethylsilanyloxy)ethoxymethyl]thiazol-5-yl}-3,9-diazabicyclo[3.3.1]non-6-ene-3,6,9-tricarboxylic acid 3,9-di-tert-butyl ester), CCN=C=NCCCN(C)C.Cl (EDC.HCl), C=1C=CC2=C(C1)N=NN2O (HOBt), CCN(C(C)C)C(C)C (DIPEA). The reagents and catalysts are CN(C)C=1C=CN=CC1 (DMAP). Run in C(Cl)Cl (CH2Cl2). Conditions: time 7 day. Product: C(C)(C)(C)OC(=O)N1CC2CC(=C(C(C1)N2C(=O)OC(C)(C)C)C(N(CC2=C(C(=CC=C2)OC)C)C2CC2)=O)C2=CN=C(S2)COCCO[Si](C)(C)C(C)(C)C (7-{2-[2-(tert-Butyldimethylsilanyloxy)ethoxymethyl]thiazol-5-yl}-6-[cyclopropyl-(3-methoxy-2-methylbenzyl)carbamoyl]-3,9-diazabicyclo[3.3.1]non-6-ene-3,9-dicarboxylic acid di-tert-butyl ester). Isolated yield 33.2%. RXN SMILES: [C:1]([O:5][C:6]([N:8]1[CH2:15][CH:14]2[N:16]([C:17]([O:19][C:20]([CH3:23])([CH3:22])[CH3:21])=[O:18])[CH:10]([CH2:11][C:12]([C:27]3[S:31][C:30]([CH2:32][O:33][CH2:34][CH2:35][O:36][Si:37]([C:40]([CH3:43])([CH3:42])[CH3:41])([CH3:39])[CH3:38])=[N:29][CH:28]=3)=[C:13]2[C:24](O)=[O:25])[CH2:9]1)=[O:7])([CH3:4])([CH3:3])[CH3:2].CCN=C=NCCCN(C)C.Cl.C1C=CC2N(O)N=NC=2C=1.CCN(C(C)C)C(C)C.[CH:75]1([NH:78][CH2:79][C:80]2[CH:85]=[CH:84][CH:83]=[C:82]([O:86][CH3:87])[C:81]=2[CH3:88])[CH2:77][CH2:76]1>C(Cl)Cl.CN(C1C=CN=CC=1)C>[C:1]([O:5][C:6]([N:8]1[CH2:15][CH:14]2[N:16]([C:17]([O:19][C:20]([CH3:23])([CH3:22])[CH3:21])=[O:18])[CH:10]([CH2:11][C:12]([C:27]3[S:31][C:30]([CH2:32][O:33][CH2:34][CH2:35][O:36][Si:37]([C:40]([CH3:43])([CH3:42])[CH3:41])([CH3:39])[CH3:38])=[N:29][CH:28]=3)=[C:13]2[C:24](=[O:25])[N:78]([CH:75]2[CH2:77][CH2:76]2)[CH2:79][C:80]2[CH:85]=[CH:84][CH:83]=[C:82]([O:86][CH3:87])[C:81]=2[CH3:88])[CH2:9]1)=[O:7])([CH3:2])([CH3:3])[CH3:4] |f:1.2|. Reported procedure: To a stirred sol. of the compound D8 (2.75 g, 4.30 mmol) in CH2Cl2 (21.5 mL) were added EDC.HCl (2.06 g, 10.75 mmol), HOBt (0.789 g, 5.16 mmol), DMAP (13 mg, 0.108 mmol), and DIPEA (3.378 mL, 19.3 mmol). After 15 min cyclopropyl-(3-methoxy-2-methylbenzyl)amine (prepared by reductive amination from 3-methoxy-2-methylbenzaldehyde, Comins, D. L.; Brown, J. D., J. Org. Chem., 1989, 54, 3730 and cyclopropylamine, 2.47 g, 12.9 mmol) was added, and stirring was continued over 7 days. Three times were a... Reactants: CO, ClC(Cl)Cl, O=CCn1c(=O)ccc2ncc(F)cc21, CC(C)(C)OC(=O)NC1CCNCC1, [Na+], O=C([O-])O. The product is CC(C)(C)OC(=O)NC1CCN(CCn2c(=O)ccc3ncc(F)cc32)CC1. RXN SMILES: [CH3:39][OH:40].[CH:35]([Cl:36])([Cl:37])[Cl:38].[F:1][c:2]1[cH:3][n:4][c:5]2[cH:6][cH:7][c:8](=[O:15])[n:9]([CH2:12][CH:13]=[O:14])[c:10]2[cH:11]1.[NH:16]1[CH2:17][CH2:18][CH:19]([NH:22][C:23]([O:24][C:25]([CH3:26])([CH3:27])[CH3:28])=[O:29])[CH2:20][CH2:21]1.[Na+:34].[O-:30][C:31]([OH:32])=[O:33]>>[F:1][c:2]1[cH:3][n:4][c:5]2[cH:6][cH:7][c:8](=[O:15])[n:9]([CH2:12][CH2:13][N:16]3[CH2:17][CH2:18][CH:19]([NH:22][C:23]([O:24][C:25]([CH3:26])([CH3:27])[CH3:28])=[O:29])[CH2:20][CH2:21]3)[c:10]2[cH:11]1. The yield is 82.4%. The product is ClC1=C(C=C(C=C1)C=O)S(=O)(=O)N=CN(C)C (2-Chloro-N-dimethylaminomethylene-5-formyl-benzenesulfonamide). RXN SMILES: [Cl:1][C:2]1[CH:7]=[CH:6][C:5]([CH:8]=[O:9])=[CH:4][C:3]=1[S:10]([NH2:13])(=[O:12])=[O:11].CO[CH:16](OC)[N:17]([CH3:19])[CH3:18]>ClCCl>[Cl:1][C:2]1[CH:7]=[CH:6][C:5]([CH:8]=[O:9])=[CH:4][C:3]=1[S:10]([N:13]=[CH:16][N:17]([CH3:19])[CH3:18])(=[O:12])=[O:11]. Procedure: 5.0 g (22.8 mmol) of 2-Chloro-5-formyl-benzenesulfonamide were dissolved in 50 ml of dichloromethane. 4.08 g (34.3 mmol) of dimethylformamide dimethylacetal were added and the mixture was refluxed for 2 h. After cooling to room temperature, the solution was washed twice with H2O, dried over magnesium sulfate and evaporated. 5.16 g of the crude product were obtained and used in the next step without further purification. Rt=1.14 min (Method #1). Detected mass: 275.1/277.1 (M+H+). The solvent is ClCCl (dichloromethane). The reactants are ClC1=C(C=C(C=C1)C=O)S(=O)(=O)N (2-Chloro-5-formyl-benzenesulfonamide), COC(N(C)C)OC (dimethylformamide dimethylacetal).